Dataset: the Open Reaction Database (ORD), a public repository of structured organic reaction records. Task: describe an organic reaction: reactants, conditions, products, and yield Starting materials: C(CC)C1=NCCC2=CC=CC=C12 (1-propyl-3,4-dihydroisoquinoline), [N+](=O)([O-])[O-].[K+] (potassium nitrate), [OH-].[NH4+] (ammonium hydroxide). Solvent: S(O)(O)(=O)=O (sulfuric acid). Product: [N+](=O)([O-])C1=CC=C2CCN=C(C2=C1)CCC (7-nitro-1-propyl-3,4-dihydroisoquinoline). The yield is 95.8%. RXN SMILES: [CH2:1]([C:4]1[C:13]2[C:8](=[CH:9][CH:10]=[CH:11][CH:12]=2)[CH2:7][CH2:6][N:5]=1)[CH2:2][CH3:3].[N+:14]([O-])([O-:16])=[O:15].[K+].[OH-].[NH4+]>S(=O)(=O)(O)O>[N+:14]([C:11]1[CH:12]=[C:13]2[C:8]([CH2:7][CH2:6][N:5]=[C:4]2[CH2:1][CH2:2][CH3:3])=[CH:9][CH:10]=1)([O-:16])=[O:15] |f:1.2,3.4|. Procedure details: To a solution of 1-propyl-3,4-dihydroisoquinoline (7.4 g, 42 mmol) [E. Spath, F. Berger, and W. Kuntara, Chem. Ber., 1930, 63B, 134] in concentrated sulfuric acid (100 ml) at 0° C. was added in a single portion potassium nitrate (4.5 g, 45 mmol). The solution was allowed to slowly warm to ambient temperature overnight. The reaction mixture was poured onto ice and was basified with concentrated ammonium hydroxide. The resulting solid that formed in the cooled solution could not be filtered off sa... Starting materials: CC(C)(C)OC(=O)NCCOCc1ccccc1, ClCCl, O=C(O)C(F)(F)F. Yields the product NCCOCc1ccccc1. As a reaction SMILES: [C:1]([O:2][C:3](=[O:4])[NH:7][CH2:8][CH2:9][O:10][CH2:11][c:12]1[cH:13][cH:14][cH:15][cH:16][cH:17]1)([CH3:5])([CH3:6])[CH3:18].[Cl:26][CH2:27][Cl:28].[OH:19][C:20]([C:21]([F:22])([F:23])[F:24])=[O:25]>>[NH2:7][CH2:8][CH2:9][O:10][CH2:11][c:12]1[cH:13][cH:14][cH:15][cH:16][cH:17]1.